Dataset: the Open Reaction Database (ORD), a public repository of structured organic reaction records. Task: describe an organic reaction: reactants, conditions, products, and yield The reactants are K-tert.-butylate, Cl (HCl), Cl.NO (hydroxylamine hydrochloride), CC=1C=C(C#N)C=C(C1O)C (3,5-dimethyl-4-hydroxybenzonitrile). Run in CO (methanol). The product is OC1=C(C=C(C(=N)NO)C=C1C)C (4,N-dihydroxy-3,5-dimethyl-benzamidine). Yield: 30.7%. RXN SMILES: Cl.[NH2:2][OH:3].[CH3:4][C:5]1[CH:6]=[C:7]([CH:10]=[C:11]([CH3:14])[C:12]=1[OH:13])[C:8]#[N:9].Cl>CO>[OH:13][C:12]1[C:11]([CH3:14])=[CH:10][C:7]([C:8]([NH:2][OH:3])=[NH:9])=[CH:6][C:5]=1[CH3:4] |f:0.1|. Procedure: To dry methanol (190 mL) is carefully added K-tert.-butylate (18.68 g, 166 mmol) followed by hydroxylamine hydrochloride (9.92 g, 143 mmol). The suspension is stirred for 30 min before 3,5-dimethyl-4-hydroxybenzonitrile (7.00 g, 147 mmol) is added. The mixture is refluxed for 32 h, then the suspension is diluted by adding 2 N aq. HCl. The solution is extracted twice with DCM (100 mL). The aq. layer is basified (pH 9) by adding solid NaHCO3 and extracted five times with DCM followed by four times... The reactants are CCO, Cl, [Na+], [OH-], COC(=O)c1ccc(-c2ccncn2)cc1. The product is O=C(Cl)c1ccc(-c2ccncn2)cc1. As a reaction SMILES: [CH3:20][CH2:21][OH:22].[ClH:19].[Na+:18].[OH-:17].[n:1]1[cH:2][n:3][c:4](-[c:7]2[cH:8][cH:9][c:10]([C:11](=[O:12])[O:13][CH3:14])[cH:15][cH:16]2)[cH:5][cH:6]1>>[n:1]1[cH:2][n:3][c:4](-[c:7]2[cH:8][cH:9][c:10]([C:11](=[O:12])[Cl:19])[cH:15][cH:16]2)[cH:5][cH:6]1. Starting materials: c1ccc(CNCc2ccccc2)cc1, CC(C)CC=O, C#CCCCC, [Cu]Br. Product: CCCCC#CC(CC(C)C)N(Cc1ccccc1)Cc1ccccc1. RXN SMILES: [CH2:13]([c:14]1[cH:15][cH:16][cH:17][cH:18][cH:19]1)[NH:20][CH2:21][c:22]1[cH:23][cH:24][cH:25][cH:26][cH:27]1.[CH3:7][CH:8]([CH3:9])[CH2:10][CH:11]=[O:12].[CH:1]#[C:2][CH2:3][CH2:4][CH2:5][CH3:6].[Cu:28][Br:29]>>[C:1](#[C:2][CH2:3][CH2:4][CH2:5][CH3:6])[CH:11]([CH2:10][CH:8]([CH3:7])[CH3:9])[N:20]([CH2:13][c:14]1[cH:15][cH:16][cH:17][cH:18][cH:19]1)[CH2:21][c:22]1[cH:23][cH:24][cH:25][cH:26][cH:27]1. Starting materials: O=C([O-])O, CCOC(C)=O, COC(=O)C(Cl)C(=O)c1ccc(F)cc1, COc1cc(C=C(CCCCl)C(=O)O)ccc1-n1cnc(C)c1, O=C(O)C(F)(F)F, [Na+], CN(C)C=O, O. The product is COC(=O)C(OC(=O)C(=Cc1ccc(-n2cnc(C)c2)c(OC)c1)CCCCl)C(=O)c1ccc(F)cc1. RXN SMILES: [C:53](=[O:54])([OH:55])[O-:56].[CH3:46][CH2:47][O:48][C:49](=[O:50])[CH3:51].[Cl:31][CH:32]([C:33](=[O:34])[O:35][CH3:36])[C:37](=[O:38])[c:39]1[cH:40][cH:41][c:42]([F:45])[cH:43][cH:44]1.[Cl:8][CH2:9][CH2:10][CH2:11][C:12]([C:13](=[O:14])[OH:15])=[CH:16][c:17]1[cH:18][c:19]([O:29][CH3:30])[c:20](-[n:23]2[cH:24][n:25][c:26]([CH3:28])[cH:27]2)[cH:21][cH:22]1.[F:1][C:2]([F:3])([F:4])[C:5]([OH:6])=[O:7].[Na+:57].[O:58]=[CH:59][N:60]([CH3:61])[CH3:62].[OH2:52]>>[Cl:8][CH2:9][CH2:10][CH2:11][C:12]([C:13](=[O:14])[O:15][CH:32]([C:33](=[O:34])[O:35][CH3:36])[C:37](=[O:38])[c:39]1[cH:40][cH:41][c:42]([F:45])[cH:43][cH:44]1)=[CH:16][c:17]1[cH:18][c:19]([O:29][CH3:30])[c:20](-[n:23]2[cH:24][n:25][c:26]([CH3:28])[cH:27]2)[cH:21][cH:22]1. The reactants are O=O (oxygen), NCC(=O)O (glycine), C([C@@H]([C@@H]1[C@H]([C@@H](C(=O)O1)O)O)O)O (L-Galactono-gamma-lactone), O=O (oxygen), O=O (Oxygen). Run in C(C)O (Ethanol). Run at time 20 hour. The product is O=C1C(O)=C(O)[C@H](O1)[C@@H](O)CO (L-ascorbic acid). RXN SMILES: NCC(O)=O.[CH2:6]([OH:17])[C@H:7]([OH:16])[C@H:8]1[O:13][C:11](=[O:12])[C@@H:10]([OH:14])[C@@H:9]1[OH:15].O=O>C(O)C>[O:12]=[C:11]1[O:13][C@H:8]([C@H:7]([CH2:6][OH:17])[OH:16])[C:9]([OH:15])=[C:10]1[OH:14]. Reported procedure: In a similar airlift tower experiment a high cell density fermentation was performed. In this instance a 24 hour wet cell paste of C. norvegensis KCC MF-42 was dispersed in the 4.0 liter tower at a level of 100 gL-1 in SM-l medium containing 0.7% glycine and 0.7% L-Galactono-gamma-lactone. Ethanol was supplied continuously at a level (0.1-0.3%) neither limiting or inhibitory to yeast growth or productivity. Oxygen-enriched aeration was supplied to the fermentor at 1:1 oxygen-air ratio. Total mix... Starting materials: [O-]CC.[Na+] (sodium ethoxide), [N+](=O)([O-])C(C)C (2-nitropropane), ClCC1=C(C=CC=C1)S(=O)(=O)NC(=O)NC1=NC(=CC(=N1)C)C (2-chloromethyl-N-[(4,6-dimethylpyrimidin-2-yl)aminocarbonyl]benzenesulfonamide). Run in C(C)O (ethanol), C(C)O (ethanol). Product: C(=O)C1=C(C=CC=C1)S(=O)(=O)NC(=O)NC1=NC(=CC(=N1)C)C (2-Formyl-N-[(4,6-dimethylpyrimidin-2-yl)aminocarbonyl]benzenesulfonamide). Reaction SMILES: [O-:1][CH2:2][CH3:3].[Na+].[N+](C(C)C)([O-])=O.ClC[C:13]1[CH:18]=[CH:17][CH:16]=C[C:14]=1[S:19]([NH:22][C:23]([NH:25][C:26]1[N:31]=[C:30]([CH3:32])[CH:29]=[C:28]([CH3:33])[N:27]=1)=[O:24])(=[O:21])=[O:20]>C(O)C>[CH:2]([C:3]1[CH:16]=[CH:17][CH:18]=[CH:13][C:14]=1[S:19]([NH:22][C:23]([NH:25][C:26]1[N:27]=[C:28]([CH3:33])[CH:29]=[C:30]([CH3:32])[N:31]=1)=[O:24])(=[O:21])=[O:20])=[O:1] |f:0.1|. Reported procedure: To a solution of 6.26 mmol of sodium ethoxide in 10 ml of absolute ethanol under an argon atmosphere was added 0.80 ml of 2-nitropropane. Next 0.74 g (2.09 mmol) of 2-chloromethyl-N-[(4,6-dimethylpyrimidin-2-yl)aminocarbonyl]benzenesulfonamide was added and the solution was heated to reflux. The mixture became pasty shortly after heating was begun and an additional 3 ml of ethanol was added to facilitate stirring. After heating for 4 hours, the solvent was removed under reduced pressure and the ...